Dataset: the Open Reaction Database (ORD), a public repository of structured organic reaction records. Task: describe an organic reaction: reactants, conditions, products, and yield Starting materials: C1COCCO1, CCc1nc(CO)c(CO)[nH]1, CCO, O=C1CCC(=O)N1Cl. The product is CCc1nc(Cl)c(CO)[nH]1. Reaction SMILES: [CH2:23]1[O:24][CH2:25][CH2:26][O:27][CH2:28]1.[CH2:9]([CH3:10])[c:11]1[nH:12][c:13]([CH2:18][OH:19])[c:14]([CH2:16][OH:17])[n:15]1.[CH3:20][CH2:21][OH:22].[Cl:1][N:2]1[C:3](=[O:4])[CH2:5][CH2:6][C:7]1=[O:8]>>[Cl:1][c:14]1[c:13]([CH2:18][OH:19])[nH:12][c:11]([CH2:9][CH3:10])[n:15]1. Starting materials: FC(C(=O)C(F)(F)F)(F)F (hexafluoroacetone), BrC=1C=C(C=CC1)OC (3-bromo-1-methoxybenzene), Cl (hydrochloric acid), BrC=1C=C(C=CC1)OC (3-bromo-1-methoxybenzene), BrCCBr (1,2-dibromoethane), FC(C(=O)C(F)(F)F)(F)F (hexafluoroacetone), [Mg] (magnesium), FC(C(=O)C(F)(F)F)(F)F (hexafluoroacetone). Solvent: O (water), O1CCCC1 (tetrahydrofuran), O (water), CCOCC (ether), O1CCCC1 (tetrahydrofuran). Conditions: time 18 hour. The product is COC1=CC(=CC=C1)C(C(F)(F)F)(C(F)(F)F)O (1-methoxy-3-[2,2,2-trifluoro-1-hydroxy-1-(trifluoromethyl)ethyl]benzene). Reaction SMILES: [Mg].Br[C:3]1[CH:4]=[C:5]([O:9][CH3:10])[CH:6]=[CH:7][CH:8]=1.BrCCBr.[F:15][C:16]([F:24])([F:23])[C:17]([C:19]([F:22])([F:21])[F:20])=[O:18].Cl>O1CCCC1.CCOCC.O>[CH3:10][O:9][C:5]1[CH:6]=[CH:7][CH:8]=[C:3]([C:17]([OH:18])([C:19]([F:22])([F:21])[F:20])[C:16]([F:24])([F:23])[F:15])[CH:4]=1. Reported procedure: To a suspension of 13.5 g (0.55 g atoms) of sublimed magnesium chips in 25 ml of anhydrous tetrahydrofuran in a reaction flask fitted with a water-cooled condenser are added 10 g (0.05 mole) of 3-bromo-1-methoxybenzene and 0.5 ml of 1,2-dibromoethane. The resulting reaction mixture is stirred and heated gently until a reaction is initiated. To the stirred reaction mixture is added dropwise a solution of 90 g (0.48 mole) of 3-bromo-1-methoxybenzene in 250 ml of anhydrous tetrahydrofuran at such a...